From a dataset of the Open Reaction Database (ORD), a public repository of structured organic reaction records. describe an organic reaction: reactants, conditions, products, and yield Reactants: CCCCCC, CCOC(C)=O, CC(C)S(=O)(=O)c1ccccc1N, N#Cc1c(Cl)nc(Cl)nc1Cl, [H-], [Na+], CN(C)C=O. The product is CC(C)S(=O)(=O)c1ccccc1Nc1nc(Cl)nc(Cl)c1C#N. Reaction SMILES: [CH3:27][CH2:28][CH2:29][CH2:30][CH2:31][CH3:32].[CH3:38][CH2:39][O:40][C:41]([CH3:42])=[O:43].[CH:12]([CH3:13])([CH3:14])[S:15](=[O:16])(=[O:17])[c:18]1[c:19]([NH2:20])[cH:21][cH:22][cH:23][cH:24]1.[Cl:1][c:2]1[n:3][c:4]([Cl:11])[c:5]([C:9]#[N:10])[c:6]([Cl:8])[n:7]1.[H-:25].[Na+:26].[O:33]=[CH:34][N:35]([CH3:36])[CH3:37]>>[Cl:1][c:2]1[n:3][c:4]([Cl:11])[c:5]([C:9]#[N:10])[c:6]([NH:20][c:19]2[c:18]([S:15]([CH:12]([CH3:13])[CH3:14])(=[O:16])=[O:17])[cH:24][cH:23][cH:22][cH:21]2)[n:7]1. The reactants are Cl (HCl), O1CCOCC1 (1,4-dioxane), ClC=1C=C(C=CC1)C1=CC=C(C=C1)C[C@H](C[C@H](C(=O)O)O)NC(=O)C1=CC2=C(N=NN2O)C=C1 ((2R,4R)-5-(3′-chlorobiphenyl-4-yl)-2-hydroxy-4-[(3-hydroxy-3H-benzotriazole-5-carbonyl)amino]pentanoic acid), C(C1=CC=CC=C1)O (benzyl alcohol), C(C)(=O)OCBr (Bromomethyl acetate), C(=O)([O-])[O-].[K+].[K+] (K2CO3), CN(C)C=O (DMF), CO (MeOH). Reagents/catalysts: [Pd] (Pd/C). Reaction conditions: temperature 60 celsius, time 1.5 hour. Product: C(C)(=O)OCON1N=NC2=C1C=C(C=C2)C(=O)N[C@@H](C[C@H](C(=O)O)O)CC2=CC=C(C=C2)C2=CC(=CC=C2)Cl ((2R,4R)-4-[(3-Acetoxymethoxy-3H-benzotriazole-5-carbonyl)amino]-5-(3′-chlorobiphenyl-4-yl)-2-hydroxypentanoic Acid). The yield is 9.4%. RXN SMILES: Cl.O1CCOCC1.[Cl:8][C:9]1[CH:10]=[C:11]([C:15]2[CH:20]=[CH:19][C:18]([CH2:21][C@@H:22]([NH:29][C:30]([C:32]3[CH:41]=[CH:40][C:35]4[N:36]=[N:37][N:38]([OH:39])[C:34]=4[CH:33]=3)=[O:31])[CH2:23][C@@H:24]([OH:28])[C:25]([OH:27])=[O:26])=[CH:17][CH:16]=2)[CH:12]=[CH:13][CH:14]=1.C(O)C1C=CC=CC=1.[C:50]([O:53][CH2:54]Br)(=[O:52])[CH3:51].C([O-])([O-])=O.[K+].[K+].CN(C=O)C.CO>[Pd]>[C:50]([O:53][CH2:54][O:39][N:38]1[C:34]2[CH:33]=[C:32]([C:30]([NH:29][C@H:22]([CH2:21][C:18]3[CH:17]=[CH:16][C:15]([C:11]4[CH:12]=[CH:13][CH:14]=[C:9]([Cl:8])[CH:10]=4)=[CH:20][CH:19]=3)[CH2:23][C@@H:24]([OH:28])[C:25]([OH:27])=[O:26])=[O:31])[CH:41]=[CH:40][C:35]=2[N:36]=[N:37]1)(=[O:52])[CH3:51] |f:5.6.7|. Procedure: 4.0 M HCl in 1,4-dioxane (270 mL, 1.1 mmol) was added to a solution of (2R,4R)-5-(3′-chlorobiphenyl-4-yl)-2-hydroxy-4-[(3-hydroxy-3H-benzotriazole-5-carbonyl)amino]pentanoic acid (130 mg, 270 μmol) in benzyl alcohol (559 μL, 5.4 mmol), and stirred at 60° C. for 1.5 hours. The mixture was then purified (C18 column chromatography, 55 g column, using 30-90% MeCN in water with 0.05% TFA) to yield an off-white solid. Bromomethyl acetate (45.5 mg, 297 μmol) was added to a solution of this off-white so...